Dataset: the Open Reaction Database (ORD), a public repository of structured organic reaction records. Task: describe an organic reaction: reactants, conditions, products, and yield The reactants are CC(C)(C)OC(=O)n1c(B(O)O)cc2cc(O[Si](C)(C)C(C)(C)C)ccc21, Clc1nc2ccccc2cc1I, [K+], [K+], [K+], C1COCCO1, O=P([O-])([O-])[O-], c1ccc(P(c2ccccc2)(c2ccccc2)[Pd](P(c2ccccc2)(c2ccccc2)c2ccccc2)(P(c2ccccc2)(c2ccccc2)c2ccccc2)P(c2ccccc2)(c2ccccc2)c2ccccc2)cc1. Yields the product CC(C)(C)OC(=O)n1c(-c2cc3ccccc3nc2Cl)cc2cc(O[Si](C)(C)C(C)(C)C)ccc21. RXN SMILES: [C:1]([CH3:2])([CH3:3])([CH3:4])[O:5][C:6](=[O:7])[n:8]1[c:9]([B:25]([OH:26])[OH:27])[cH:10][c:11]2[cH:12][c:13]([O:17][Si:18]([CH3:19])([CH3:20])[C:21]([CH3:22])([CH3:23])[CH3:24])[cH:14][cH:15][c:16]12.[Cl:28][c:29]1[n:30][c:31]2[cH:32][cH:33][cH:34][cH:35][c:36]2[cH:37][c:38]1[I:39].[K+:45].[K+:46].[K+:47].[O:48]1[CH2:49][CH2:50][O:51][CH2:52][CH2:53]1.[P:40]([O-:41])([O-:42])([O-:43])=[O:44].[cH:54]1[cH:55][cH:56][c:57]([P:58]([Pd:59]([P:60]([c:61]2[cH:62][cH:63][cH:64][cH:65][cH:66]2)([c:67]2[cH:68][cH:69][cH:70][cH:71][cH:72]2)[c:73]2[cH:74][cH:75][cH:76][cH:77][cH:78]2)([P:79]([c:80]2[cH:81][cH:82][cH:83][cH:84][cH:85]2)([c:86]2[cH:87][cH:88][cH:89][cH:90][cH:91]2)[c:92]2[cH:93][cH:94][cH:95][cH:96][cH:97]2)[P:98]([c:99]2[cH:100][cH:101][cH:102][cH:103][cH:104]2)([c:105]2[cH:106][cH:107][cH:108][cH:109][cH:110]2)[c:111]2[cH:112][cH:113][cH:114][cH:115][cH:116]2)([c:117]2[cH:118][cH:119][cH:120][cH:121][cH:122]2)[c:123]2[cH:124][cH:125][cH:126][cH:127][cH:128]2)[cH:129][cH:130]1>>[C:1]([CH3:2])([CH3:3])([CH3:4])[O:5][C:6](=[O:7])[n:8]1[c:9](-[c:38]2[c:29]([Cl:28])[n:30][c:31]3[cH:32][cH:33][cH:34][cH:35][c:36]3[cH:37]2)[cH:10][c:11]2[cH:12][c:13]([O:17][Si:18]([CH3:19])([CH3:20])[C:21]([CH3:22])([CH3:23])[CH3:24])[cH:14][cH:15][c:16]12. Reactants: COC(=O)Oc1cc([N+](=O)[O-])c(F)cc1Cl, [Na+], [OH-], O. Yields the product O=[N+]([O-])c1cc(O)c(Cl)cc1F. Reaction SMILES: [C:1]([O:2][c:3]1[c:4]([Cl:13])[cH:5][c:6]([F:12])[c:7]([N+:9](=[O:10])[O-:11])[cH:8]1)(=[O:14])[O:15][CH3:16].[Na+:18].[OH-:17].[OH2:19]>>[OH:2][c:3]1[c:4]([Cl:13])[cH:5][c:6]([F:12])[c:7]([N+:9](=[O:10])[O-:11])[cH:8]1. Reactants: O=C([O-])[O-], CI, CC1(C)Cc2c(Cl)ccc(-n3c(=O)cc(C(F)(F)F)[nH]c3=O)c2O1, [K+], [K+], Cc1cc(C)c(S(=O)(=O)ON)c(C)c1, C1CCOC1, O. Product: CC1(C)Cc2c(Cl)ccc(-n3c(=O)cc(C(F)(F)F)n(N)c3=O)c2O1. As a reaction SMILES: [C:27](=[O:28])([O-:29])[O-:30].[CH3:25][I:26].[Cl:1][c:2]1[cH:3][cH:4][c:5](-[n:13]2[c:14](=[O:24])[nH:15][c:16]([C:20]([F:21])([F:22])[F:23])[cH:17][c:18]2=[O:19])[c:6]2[c:7]1[CH2:8][C:9]([CH3:11])([CH3:12])[O:10]2.[K+:31].[K+:32].[NH2:33][O:34][S:35]([c:36]1[c:37]([CH3:38])[cH:39][c:40]([CH3:41])[cH:42][c:43]1[CH3:44])(=[O:45])=[O:46].[O:47]1[CH2:48][CH2:49][CH2:50][CH2:51]1.[OH2:52]>>[Cl:1][c:2]1[cH:3][cH:4][c:5](-[n:13]2[c:14](=[O:24])[n:15]([NH2:33])[c:16]([C:20]([F:21])([F:22])[F:23])[cH:17][c:18]2=[O:19])[c:6]2[c:7]1[CH2:8][C:9]([CH3:11])([CH3:12])[O:10]2.